From a dataset of the Open Reaction Database (ORD), a public repository of structured organic reaction records. describe an organic reaction: reactants, conditions, products, and yield The reactants are NC=1C=CC(=C(C1)O)C (5-amino-2-methylphenol), N1C(=CC=C1)C=O (pyrrole-2-carboxaldehyde), C(C)(=O)[O-].[Na+] (sodium acetate), [BH4-].[Na+] (sodium borohydride). Solvent: CO (methanol). Conditions: time 15 minute. The product is CC1=C(C=C(C=C1)NCC=1NC=CC1)O (2-methyl-5-[(1H-pyrrol-2-yl-methyl)amino]phenol). The yield is 40.9%. As a reaction SMILES: [NH2:1][C:2]1[CH:3]=[CH:4][C:5]([CH3:9])=[C:6]([OH:8])[CH:7]=1.[NH:10]1[CH:14]=[CH:13][CH:12]=[C:11]1[CH:15]=O.C([O-])(=O)C.[Na+].[BH4-].[Na+]>CO>[CH3:9][C:5]1[CH:4]=[CH:3][C:2]([NH:1][CH2:15][C:11]2[NH:10][CH:14]=[CH:13][CH:12]=2)=[CH:7][C:6]=1[OH:8] |f:2.3,4.5|. Reported procedure: To a stirred solution of 5-amino-2-methylphenol (9.84 g, 80 mmole) in methanol (100 mL) at 4° C. was added pyrrole-2-carboxaldehyde (11.41 g, 120 mmole) and sodium acetate (13.13 g, 160 mmole). The reaction mixture was stirred for 15 minutes and sodium borohydride (3.78 g, 100 mmole) was added portionwise over 1 hour at 4° C. After the addition was complete, the reaction was allowed to stir for an additional 3 hours. The reaction mixture was poured onto crushed ice slurry (200 g) and the resulti... The reactants are CCN=C=NCCCN(C)C, CN(C)C=O, Cl, O, O, On1nnc2ccccc21, O=C(O)CCCc1cnoc1-c1ccccc1, Nc1ccc(-n2ccnc2)cc1. Product: O=C(CCCc1cnoc1-c1ccccc1)Nc1ccc(-n2ccnc2)cc1. Reaction SMILES: [CH2:42]([N:43]=[C:44]=[N:45][CH2:46][CH2:47][CH2:48][N:49]([CH3:50])[CH3:51])[CH3:52].[CH3:54][N:55]([CH3:56])[CH:57]=[O:58].[ClH:41].[OH2:30].[OH2:53].[OH:31][n:32]1[c:33]2[cH:34][cH:35][cH:36][cH:37][c:38]2[n:39][n:40]1.[c:13]1(-[c:19]2[c:20]([CH2:24][CH2:25][CH2:26][C:27](=[O:28])[OH:29])[cH:21][n:22][o:23]2)[cH:14][cH:15][cH:16][cH:17][cH:18]1.[n:1]1(-[c:6]2[cH:7][cH:8][c:9]([NH2:10])[cH:11][cH:12]2)[cH:2][n:3][cH:4][cH:5]1>>[n:1]1(-[c:6]2[cH:7][cH:8][c:9]([NH:10][C:27]([CH2:26][CH2:25][CH2:24][c:20]3[c:19](-[c:13]4[cH:14][cH:15][cH:16][cH:17][cH:18]4)[o:23][n:22][cH:21]3)=[O:28])[cH:11][cH:12]2)[cH:2][n:3][cH:4][cH:5]1.